Dataset: the Open Reaction Database (ORD), a public repository of structured organic reaction records. Task: describe an organic reaction: reactants, conditions, products, and yield Reaction SMILES: [Br:1][c:2]1[c:3]([OH:19])[cH:4][c:5]([N:8]2[C:9](=[O:18])[C:10]3=[C:11]([C:12]2=[O:13])[CH2:14][CH2:15][CH2:16][CH2:17]3)[cH:6][cH:7]1.[Br:20][CH:21]([C:22](=[O:23])[O:24][CH2:25][CH3:26])[CH2:27][CH2:28][CH3:29].[C:30](=[O:31])([O-:32])[O-:33].[CH3:38][C:39](=[O:40])[CH3:41].[I-:37].[K+:34].[K+:35].[K+:36]>>[Br:1][c:2]1[c:3]([O:19][CH:21]([C:22](=[O:23])[O:24][CH2:25][CH3:26])[CH2:27][CH2:28][CH3:29])[cH:4][c:5]([N:8]2[C:9](=[O:18])[C:10]3=[C:11]([C:12]2=[O:13])[CH2:14][CH2:15][CH2:16][CH2:17]3)[cH:6][cH:7]1. Product: CCCC(Oc1cc(N2C(=O)C3=C(CCCC3)C2=O)ccc1Br)C(=O)OCC. Reactants: O=C1C2=C(CCCC2)C(=O)N1c1ccc(Br)c(O)c1, CCCC(Br)C(=O)OCC, O=C([O-])[O-], CC(C)=O, [I-], [K+], [K+], [K+]. Starting materials: FC1=CC=C(C#N)C=C1 (4-fluorobenzonitrile), [Cl-].CC1=[NH+]C=C(N1)C (2,4-dimethylimidazolium chloride), C([O-])([O-])=O.[K+].[K+] (potassium carbonate). Solvent: CN(C=O)C (dimethylformamide). Run at temperature 145 celsius. Product: CC=1N(C=C(N1)C)C1=CC=C(C#N)C=C1 (4-(2,4-dimethylimidazol-1-yl)benzonitrile). Yield: 52.7%. RXN SMILES: F[C:2]1[CH:9]=[CH:8][C:5]([C:6]#[N:7])=[CH:4][CH:3]=1.[Cl-].[CH3:11][C:12]1[NH:16][C:15]([CH3:17])=[CH:14][NH+:13]=1.C(=O)([O-])[O-].[K+].[K+]>CN(C)C=O>[CH3:11][C:12]1[N:13]([C:2]2[CH:9]=[CH:8][C:5]([C:6]#[N:7])=[CH:4][CH:3]=2)[CH:14]=[C:15]([CH3:17])[N:16]=1 |f:1.2,3.4.5|. Procedure: A mixture of 4-fluorobenzonitrile (3 g, 25 mmol), 2,4-dimethylimidazolium chloride (3 g, 25 mmol) and potassium carbonate (7.2 g, 52 mmol) in dimethylformamide (50 ml) was heated at 145° C. for 16 hours. Most of the solvent was evaporated in vacuo and the residue was partitioned between ethyl acetate and brine. The organic layer was dried (magnesium sulphate) and evaporated a yellow solid. Crystallization from hexane/ether afforded a pale-yellow solid (2.6 g, 57%).